From a dataset of the Open Reaction Database (ORD), a public repository of structured organic reaction records. describe an organic reaction: reactants, conditions, products, and yield Reactants: COc1ccc(C(C)(C)C(C)=O)cc1, CO, [K+], O=Cc1ccc(F)c(Oc2ccccc2)c1, [OH-]. Yields the product COc1ccc(C(C)(C)C(=O)C=Cc2ccc(F)c(Oc3ccccc3)c2)cc1. As a reaction SMILES: [CH3:1][O:2][c:3]1[cH:4][cH:5][c:6]([C:9]([CH3:10])([C:11]([CH3:12])=[O:13])[CH3:14])[cH:7][cH:8]1.[CH3:33][OH:34].[K+:32].[O:15]([c:16]1[cH:17][cH:18][cH:19][cH:20][cH:21]1)[c:22]1[cH:23][c:24]([CH:25]=[O:26])[cH:27][cH:28][c:29]1[F:30].[OH-:31]>>[CH3:1][O:2][c:3]1[cH:4][cH:5][c:6]([C:9]([CH3:10])([C:11]([CH:12]=[CH:25][c:24]2[cH:23][c:22]([O:15][c:16]3[cH:17][cH:18][cH:19][cH:20][cH:21]3)[c:29]([F:30])[cH:28][cH:27]2)=[O:13])[CH3:14])[cH:7][cH:8]1. Starting materials: ClC1=C(C=CC(=C1)O)\C=C\C(CC(\C=C\C1=C(C=C(C=C1)O)Cl)=O)=O ((1E,6E)-1,7-bis(2-chloro-4-hydroxyphenyl)hepta-1,6-diene-3,5-dione), CN(C1=CC=C(C=C1)\C=C\C(CC(\C=C\C1=CC(=C(C=C1)O)OC)=O)=O)C ((1E,6E)-1-(4-dimethylaminophenyl)-7-(4-hydroxy-3-methoxyphenyl)hepta-1,6-diene-3,5-dione). The product is ClC1=C(C=CC(=C1)O)CCC(CC(CCC1=C(C=C(C=C1)O)Cl)=O)=O (1,7-bis(2-chloro-4-hydroxyphenyl)heptane-3,5-dione), gum. The yield is 56.0%. RXN SMILES: [Cl:1][C:2]1[CH:7]=[C:6]([OH:8])[CH:5]=[CH:4][C:3]=1/[CH:9]=[CH:10]/[C:11](=[O:25])[CH2:12][C:13](=[O:24])/[CH:14]=[CH:15]/[C:16]1[CH:21]=[CH:20][C:19]([OH:22])=[CH:18][C:17]=1[Cl:23].CN(C)C1C=CC(/C=C/C(=O)CC(=O)/C=C/C2C=CC(O)=C(OC)C=2)=CC=1>>[Cl:1][C:2]1[CH:7]=[C:6]([OH:8])[CH:5]=[CH:4][C:3]=1[CH2:9][CH2:10][C:11](=[O:25])[CH2:12][C:13](=[O:24])[CH2:14][CH2:15][C:16]1[CH:21]=[CH:20][C:19]([OH:22])=[CH:18][C:17]=1[Cl:23]. Procedure: The title compound was synthesized using the same procedure employed for Example 372, but with (1E,6E)-1,7-bis(2-chloro-4-hydroxyphenyl)hepta-1,6-diene-3,5-dione (27 mg, 71 μmol, synthesized in Example 247) as the starting material instead of (1E,6E)-1-(4-dimethylaminophenyl)-7-(4-hydroxy-3-methoxyphenyl)hepta-1,6-diene-3,5-dione, and was purified by silica gel column chromatography eluting with hexane/ethyl acetate=65/35 to 55/45. The product was obtained as a gum (15.1 mg, 56%) having the foll... The reactants are CCO, CC(C)Oc1cccc(C#N)c1. RXN SMILES: [CH3:13][CH2:14][OH:15].[CH:1]([CH3:2])([CH3:3])[O:4][c:5]1[cH:6][c:7]([C:8]#[N:9])[cH:10][cH:11][cH:12]1>>[CH:1]([CH3:2])([CH3:3])[O:4][c:5]1[cH:6][c:7]([CH2:8][NH2:9])[cH:10][cH:11][cH:12]1. The product is CC(C)Oc1cccc(CN)c1. Procedure: To a suspension of 7-chloro-4-hydroxy-2-(4′-methylphenyl)-1,2,5,10-tetrahydropyridazino[4,5-b]quinoline-1,10-dione (495 mg, 1.4 mmol) in tetrahydrofuran (25 mL) was added trifluoroacetic acid (4.5 ml, 58 mmol). The mixture was cooled to 0° C. with an ice bath and sodium borohydride (290 mg, 7.7 mmol) was added. The resulting solution was stirred at 0° C. for 15 minutes, the cooling bath removed, and the reaction mixture was allowed to warm to room temperature. This was then stirred at room tempe... The product is ClC=1C=CC=2CC3=C(NC2C1)C(=NN(C3=O)C3=CC=C(C=C3)C)O (7-Chloro-4-hydroxy-5,10-dihydro-2-(4′-methylphenyl)pyridazino[4,5-b]quinoline-1-one). Reaction conditions: temperature 0 celsius, time 15 minute. Reactants: FC(C(=O)O)(F)F (trifluoroacetic acid), ClC=1C=CC=2C(C3=C(NC2C1)C(=NN(C3=O)C3=CC=C(C=C3)C)O)=O (7-chloro-4-hydroxy-2-(4′-methylphenyl)-1,2,5,10-tetrahydropyridazino[4,5-b]quinoline-1,10-dione), [BH4-].[Na+] (sodium borohydride). As a reaction SMILES: [Cl:1][C:2]1[CH:3]=[CH:4][C:5]2[C:6](=O)[C:7]3[C:15](=[O:16])[N:14]([C:17]4[CH:22]=[CH:21][C:20]([CH3:23])=[CH:19][CH:18]=4)[N:13]=[C:12]([OH:24])[C:8]=3[NH:9][C:10]=2[CH:11]=1.FC(F)(F)C(O)=O.[BH4-].[Na+]>O1CCCC1>[Cl:1][C:2]1[CH:3]=[CH:4][C:5]2[CH2:6][C:7]3[C:15](=[O:16])[N:14]([C:17]4[CH:22]=[CH:21][C:20]([CH3:23])=[CH:19][CH:18]=4)[N:13]=[C:12]([OH:24])[C:8]=3[NH:9][C:10]=2[CH:11]=1 |f:2.3|. Isolated yield 97.1%. The solvent is O1CCCC1 (tetrahydrofuran).